Task: describe an organic reaction: reactants, conditions, products, and yield. Dataset: the Open Reaction Database (ORD), a public repository of structured organic reaction records Starting materials: COC(CCCN1[C@H](CCC1)COC1=CC=C(C=C1)OC1=CC=C(C=C1)Cl)=O (4-{(R)-2-[4-(4-Chloro-phenoxy)-phenoxymethyl]-pyrrolidin-1-yl}-butyric acid methyl ester), O1CCOCC1.Cl (HCl dioxane). The product is Cl.ClC1=CC=C(OC2=CC=C(OC[C@@H]3N(CCC3)CCCC(=O)O)C=C2)C=C1 (4-{(R)-2-[4-(4-Chloro-phenoxy)-phenoxymethyl]-pyrrolidin-1-yl}-butyric acid hydrochloride). The yield is 49.5%. RXN SMILES: C[O:2][C:3](=[O:28])[CH2:4][CH2:5][CH2:6][N:7]1[CH2:11][CH2:10][CH2:9][C@@H:8]1[CH2:12][O:13][C:14]1[CH:19]=[CH:18][C:17]([O:20][C:21]2[CH:26]=[CH:25][C:24]([Cl:27])=[CH:23][CH:22]=2)=[CH:16][CH:15]=1.O1CCOCC1.Cl>>[ClH:27].[Cl:27][C:24]1[CH:25]=[CH:26][C:21]([O:20][C:17]2[CH:18]=[CH:19][C:14]([O:13][CH2:12][C@H:8]3[CH2:9][CH2:10][CH2:11][N:7]3[CH2:6][CH2:5][CH2:4][C:3]([OH:28])=[O:2])=[CH:15][CH:16]=2)=[CH:22][CH:23]=1 |f:1.2,3.4|. Procedure: Following the general procedure for Example 18, the product from step 1 (0.80 g 1.99 mmol) was treated with a 1:1 mixture of concentrated HCl dioxane (36 mL) to afford the title compound (0.21 g, 26%) as a white solid.